Dataset: the Open Reaction Database (ORD), a public repository of structured organic reaction records. Task: describe an organic reaction: reactants, conditions, products, and yield The reactants are C(C)OC(C(=CC=1OC(=CC1)C1=CC(=CC=C1)C(F)(F)F)N=[N+]=[N-])=O (2-azido-3-[5-(3-trifluoromethyl-phenyl)-furan-2-yl]-acrylic acid ethyl ester). Solvent: CC=1C=CC(=CC1)C (p-xylene). Yields the product C(C)OC(=O)C1=CC2=C(N1)C=C(O2)C2=CC(=CC=C2)C(F)(F)F (2-(3-trifluoromethyl-phenyl)-4H-furo[3,2-b]pyrrole-5-carboxylic acid ethyl ester). Isolated yield 96.0%. As a reaction SMILES: [CH2:1]([O:3][C:4](=[O:25])[C:5]([N:22]=[N+]=[N-])=[CH:6][C:7]1[O:8][C:9]([C:12]2[CH:17]=[CH:16][CH:15]=[C:14]([C:18]([F:21])([F:20])[F:19])[CH:13]=2)=[CH:10][CH:11]=1)[CH3:2]>CC1C=CC(C)=CC=1>[CH2:1]([O:3][C:4]([C:5]1[NH:22][C:11]2[CH:10]=[C:9]([C:12]3[CH:17]=[CH:16][CH:15]=[C:14]([C:18]([F:21])([F:20])[F:19])[CH:13]=3)[O:8][C:7]=2[CH:6]=1)=[O:25])[CH3:2]. Procedure details: The isolated 2-azido-3-[5-(3-trifluoromethyl-phenyl)-furan-2-yl]-acrylic acid ethyl ester was heated to 125° C. in p-xylene (5 ml) for 1 hour. The solvent was thereafter evaporated under reduced pressure to give 39.6 mg (96% yield) of 2-(3-trifluoromethyl-phenyl)-4H-furo[3,2-b]pyrrole-5-carboxylic acid ethyl ester as a brownish solid. The reactants are BrC1=C(C=CC=C1)C(O)N1C=NCC1 (α-(o-bromophenyl)-2-imidazoline-methanol). The yield is 72.4%. Procedure details: A solution of α-(o-bromophenyl)-2-imidazoline-methanol (16.0 g.) in acetone (600 ml.) and water (150 ml.) was stirred with deactivated precipitated manganese dioxide (100 g.) for 24 hours. [The commerical precipitated manganese dioxide was deactivated by stirring with water for 1 hour. and drying in a vacuum oven at ca.65°-70°C for 5 hours]. After filtering and washing the manganese dioxide with acetone, the solution was evaporated to a small volume under reduced pressure, diluted with water and... The solvent is CC(=O)C (acetone), O (water). As a reaction SMILES: [Br:1][C:2]1[CH:7]=[CH:6][CH:5]=[CH:4][C:3]=1[CH:8]([N:10]1[CH2:14][CH2:13][N:12]=[CH:11]1)[OH:9]>CC(C)=O.O>[N:10]1([C:8]([C:3]2[CH:4]=[CH:5][CH:6]=[CH:7][C:2]=2[Br:1])=[O:9])[CH2:14][CH2:13][N:12]=[CH:11]1. Conditions: time 1 hour. The product is N1(C=NCC1)C(=O)C1=C(C=CC=C1)Br (o-bromophenyl 2-imidazolinyl ketone). Reactants: CN(C)C=O, O=C(Cl)C(=O)Cl, NC(=O)c1cc(F)c(F)cc1Cl, O, c1ccncc1. The product is N#Cc1cc(F)c(F)cc1Cl. Reaction SMILES: [CH3:26][N:27]([CH3:28])[CH:29]=[O:30].[Cl:19][C:20]([C:21]([Cl:22])=[O:23])=[O:24].[Cl:1][c:2]1[c:3]([C:4](=[O:5])[NH2:6])[cH:7][c:8]([F:12])[c:9]([F:11])[cH:10]1.[OH2:25].[cH:13]1[cH:14][cH:15][n:16][cH:17][cH:18]1>>[Cl:1][c:2]1[c:3]([C:4]#[N:6])[cH:7][c:8]([F:12])[c:9]([F:11])[cH:10]1. Starting materials: COC(C)(C)OC (2,2-dimethoxy propane), B(F)(F)F.CCOCC (boron trifluoride etherate), C(C=C(C)CCC=C(C)CCC=C(C)C)S (farnesyl mercaptan), ice, CC=1C=C(C=C(C1O)C)S (3,5-dimethyl-4-hydroxy thiophenol). Run in C1=CC=CC=C1 (benzene), reagent. Conditions: time 15 minute. The product is CC1=C(C(=CC(=C1)SC(C)(SCC=C(CCC=C(CCC=C(C)C)C)C)C)C)O (2,6-Dimethyl-4[[1-methyl-1-[(3,7,11-trimethyl-2,6,10-dodecatrienyl)thio]ethyl]thio]phenol). Isolated yield 113.9%. As a reaction SMILES: B(F)(F)F.CCOCC.[CH2:10]([SH:25])[CH:11]=[C:12]([CH2:14][CH2:15][CH:16]=[C:17]([CH2:19][CH2:20][CH:21]=[C:22]([CH3:24])[CH3:23])[CH3:18])[CH3:13].[CH3:26][C:27]1[CH:28]=[C:29]([SH:35])[CH:30]=[C:31]([CH3:34])[C:32]=1[OH:33].CO[C:38](OC)([CH3:40])[CH3:39]>C1C=CC=CC=1>[CH3:34][C:31]1[CH:30]=[C:29]([S:35][C:38]([CH3:40])([S:25][CH2:10][CH:11]=[C:12]([CH3:13])[CH2:14][CH2:15][CH:16]=[C:17]([CH3:18])[CH2:19][CH2:20][CH:21]=[C:22]([CH3:24])[CH3:23])[CH3:39])[CH:28]=[C:27]([CH3:26])[C:32]=1[OH:33] |f:0.1|. Reported procedure: A catalytic amount of boron trifluoride etherate (10.54 mL) was added to a chilled solution (ice bath) of farnesyl mercaptan (8.0 g, 33.6 mmoles), prepared according to the procedure published by U.S. Pat. No. 3,665,040, 3,5-dimethyl-4-hydroxy thiophenol (4.33 g, 28.0 mmoles) and 2,2-dimethoxy propane (4.1 mL, 33.6 mmoles) in 200 mL of reagent grade benzene. The slightly cloudy solution was stirred at 0° C. for approximately 15 minutes before the ice cooling bath was removed and the mixture was ... Starting materials: C(#N)C(C(=O)OC(C)(C)C)C1=NC=C(C=C1C(F)(F)F)[N+](=O)[O-] (tert-butyl 2-cyano-2-(5-nitro-3-(trifluoromethyl)pyridin-2-yl)acetate), Cl (HCl), CC(OCC)=O (EA). The solvent is CO (MeOH). Reaction conditions: temperature 100 celsius, time 8 hour. Yields the product [N+](=O)([O-])C=1C=C(C(=NC1)CC#N)C(F)(F)F (2-(5-nitro-3-(trifluoromethyl)pyridin-2-yl)acetonitrile). Yield: 84.1%. As a reaction SMILES: [C:1]([CH:3]([C:11]1[C:16]([C:17]([F:20])([F:19])[F:18])=[CH:15][C:14]([N+:21]([O-:23])=[O:22])=[CH:13][N:12]=1)C(OC(C)(C)C)=O)#[N:2].Cl.CC(=O)OCC>CO>[N+:21]([C:14]1[CH:15]=[C:16]([C:17]([F:20])([F:18])[F:19])[C:11]([CH2:3][C:1]#[N:2])=[N:12][CH:13]=1)([O-:23])=[O:22]. Reported procedure: To a solution of tert-butyl 2-cyano-2-(5-nitro-3-(trifluoromethyl)pyridin-2-yl)acetate (7 g, 21.13 mmol) in MeOH (100 mL) was added aqueous HCl (40 mL, 1316 mmol). The resulting mixture was stirred at 100° C. overnight. After TLC analysis (PE/EA=10/1) showed the starting material was consumed, the solvent was removed in vacuo. The residue was dissolved in H2O (50 mL) and extracted by EA (100 mL). The organic layer was washed with aqueous NaHCO3 and brine and then dried over Na2SO4. After filtrat...